Task: describe an organic reaction: reactants, conditions, products, and yield. Dataset: the Open Reaction Database (ORD), a public repository of structured organic reaction records Reactants: ClC=1C=CC=2N(C1)C(=C(N2)C2=CC=C(C=C2)Cl)CC2=NNN=C2C (6-chloro-2-(4-chlorophenyl)-3-((5-methyl-2H-1,2,3-triazol-4-yl)methyl)imidazo[1,2-a]pyridine), C([O-])([O-])=O.[K+].[K+] (potassium carbonate), CI (methyliodide), C(C)I (ethyliodide). Solvent: CN(C)C=O (DMF), C1CCOC1 (THF), O (water), C(C)(=O)OCC (ethyl acetate). Product: ClC=1C=CC=2N(C1)C(=C(N2)C2=CC=C(C=C2)Cl)CC2=NN(N=C2C)C (6-Chloro-2-(4-chlorophenyl)-3-((2,5-dimethyl-2H-1,2,3-triazol-4-yl)methyl)imidazo[1,2-a]pyridine). Isolated yield 26.0%. As a reaction SMILES: [Cl:1][C:2]1[CH:3]=[CH:4][C:5]2[N:6]([C:8]([CH2:18][C:19]3[C:23]([CH3:24])=[N:22][NH:21][N:20]=3)=[C:9]([C:11]3[CH:16]=[CH:15][C:14]([Cl:17])=[CH:13][CH:12]=3)[N:10]=2)[CH:7]=1.[C:25](=O)([O-])[O-].[K+].[K+].CI.C(I)C>CN(C=O)C.C1COCC1.O.C(OCC)(=O)C>[Cl:1][C:2]1[CH:3]=[CH:4][C:5]2[N:6]([C:8]([CH2:18][C:19]3[C:23]([CH3:24])=[N:22][N:21]([CH3:25])[N:20]=3)=[C:9]([C:11]3[CH:12]=[CH:13][C:14]([Cl:17])=[CH:15][CH:16]=3)[N:10]=2)[CH:7]=1 |f:1.2.3|. Reported procedure: To a suspension of the 6-chloro-2-(4-chlorophenyl)-3-((5-methyl-2H-1,2,3-triazol-4-yl)methyl)imidazo[1,2-a]pyridine (0.6-1.7 mmol, 1.0 eq) in DMF or THF (5-20 mL) was added potassium carbonate (3-5 eq) and either methyliodide or ethyliodide (3-5 eq) and the reaction mixture was heated at 75-85° C. for 18 h. After this time the reaction mixture was cooled and diluted with water (20-50 mL) and ethyl acetate (20-50 mL) and the layers were separated. The aqueous layer was extracted with ethyl acetat... Reactants: C(C1=CC=CC=C1)N(C1=C(C(=CC=C1)NS(=O)(=O)C)C)CC1=CC=C(OC2=CC=C(C=C2)CCC(=O)O)C=C1 (3-(4-{4-[(benzyl{2-methyl-3-[(methylsulfonyl)amino]phenyl}amino)methyl]phenoxy}phenyl)propanoic acid), C(O)CN (ethanolamine). Yields the product C(C1=CC=CC=C1)N(C1=C(C(=CC=C1)NS(=O)(=O)C)C)CC1=CC=C(OC2=CC=C(C=C2)CCC(=O)NCCO)C=C1 (3-(4-{4-[(benzyl{2-methyl-3-[(methylsulfonyl)amino]phenyl}amino)methyl]phenoxy}phenyl)-N-(2-hydroxyethyl)propanamide). RXN SMILES: [CH2:1]([N:8]([CH2:21][C:22]1[CH:39]=[CH:38][C:25]([O:26][C:27]2[CH:32]=[CH:31][C:30]([CH2:33][CH2:34][C:35](O)=[O:36])=[CH:29][CH:28]=2)=[CH:24][CH:23]=1)[C:9]1[CH:14]=[CH:13][CH:12]=[C:11]([NH:15][S:16]([CH3:19])(=[O:18])=[O:17])[C:10]=1[CH3:20])[C:2]1[CH:7]=[CH:6][CH:5]=[CH:4][CH:3]=1.[CH2:40]([CH2:42][NH2:43])[OH:41]>>[CH2:1]([N:8]([CH2:21][C:22]1[CH:23]=[CH:24][C:25]([O:26][C:27]2[CH:28]=[CH:29][C:30]([CH2:33][CH2:34][C:35]([NH:43][CH2:42][CH2:40][OH:41])=[O:36])=[CH:31][CH:32]=2)=[CH:38][CH:39]=1)[C:9]1[CH:14]=[CH:13][CH:12]=[C:11]([NH:15][S:16]([CH3:19])(=[O:17])=[O:18])[C:10]=1[CH3:20])[C:2]1[CH:3]=[CH:4][CH:5]=[CH:6][CH:7]=1. Procedure: The product from Example 104A and ethanolamine were processed as described in Example 147 to provide the title compound. 1H NMR (500 MHz, DMSO-D6) δ8.95 (s, 1 H), 7.78 (t, 1 H), 7.26 (m, 6 H), 7.19 (m, 3 H), 7.04 (t, 1 H), 6.97 (m, 2 H), 6.87 (m, 4 H), 4.03 (d, 4 H), 3.35 (m, 2 H), 3.10 (dd, 2 H), 2.91 (s, 3 H), 2.78 (t, 2 H), 2.39 (s, 3 H), 2.36 (m, 2 H); MS (ESI+) m/z 588 (M+H)+.